This data is from the Open Reaction Database (ORD), a public repository of structured organic reaction records. The task is: describe an organic reaction: reactants, conditions, products, and yield The reactants are C1CCOC1, CN, CCOCC, Cc1cc2cc([N+](=O)[O-])ccc2n1C(=O)Oc1ccc([N+](=O)[O-])cc1. Yields the product CNC(=O)n1c(C)cc2cc([N+](=O)[O-])ccc21. Reaction SMILES: [CH2:28]1[O:29][CH2:30][CH2:31][CH2:32]1.[CH3:1][NH2:2].[CH3:33][CH2:34][O:35][CH2:36][CH3:37].[CH3:3][c:4]1[n:5]([C:16]([O:18][c:17]2[cH:19][cH:20][c:21]([N+:22]([O-:23])=[O:24])[cH:25][cH:26]2)=[O:27])[c:6]2[cH:7][cH:8][c:9]([N+:13](=[O:14])[O-:15])[cH:10][c:11]2[cH:12]1>>[CH3:1][NH:2][C:16]([n:5]1[c:4]([CH3:3])[cH:12][c:11]2[c:6]1[cH:7][cH:8][c:9]([N+:13](=[O:14])[O-:15])[cH:10]2)=[O:18]. Reactants: N1=CC=NC2=CC(=CC=C12)NC(C)=O (N-(quinoxalin-6-yl)acetamide), [H-].[Na+] (sodium hydride), O (Water), IC (iodomethane). The solvent is C1CCOC1 (THF). Run at time 10 minute. Yields the product CN(C(C)=O)C=1C=C2N=CC=NC2=CC1 (N-methyl-N-(quinoxalin-6-yl)acetamide). Yield: 92.9%. As a reaction SMILES: [N:1]1[C:10]2[C:5](=[CH:6][C:7]([NH:11][C:12](=[O:14])[CH3:13])=[CH:8][CH:9]=2)[N:4]=[CH:3][CH:2]=1.[H-].[Na+].I[CH3:18].O>C1COCC1>[CH3:18][N:11]([C:7]1[CH:6]=[C:5]2[C:10](=[CH:9][CH:8]=1)[N:1]=[CH:2][CH:3]=[N:4]2)[C:12](=[O:14])[CH3:13] |f:1.2|. Procedure details: To a solution of N-(quinoxalin-6-yl)acetamide (8.0 g, 0.043 mol) in THF (120 mL) was added sodium hydride (60% wt in mineral oil, 3.42 g, 0.086 mol). The mixture was stirred at room temperature for 10 min. Then iodomethane (7.28 g, 0.051 mol) was added. The mixture was stirred at room temperature for 2 h. Water (60 mL) was added carefully. The mixture was extracted with EtOAc (3×150 mL). The extracts were dried over sodium sulfate, concentrated to give N-methyl-N-(quinoxalin-6-yl)acetamide as a ... Starting materials: ClCCCC(CCCCC)O (1-chloro-4-hydroxynonane), O1CCCC=C1 (dihydropyrane), [OH-].[Na+] (sodium hydroxide). Reagents/catalysts: Cl (hydrochloric acid). Conditions: time 2 hour. The product is ClCCCC(CCCCC)OC1OCCCC1 (1-Chloro-4-(2-tetrahydropyranyloxy)nonane). As a reaction SMILES: [Cl:1][CH2:2][CH2:3][CH2:4][CH:5]([OH:11])[CH2:6][CH2:7][CH2:8][CH2:9][CH3:10].[O:12]1[CH:17]=[CH:16][CH2:15][CH2:14][CH2:13]1.[OH-].[Na+]>Cl>[Cl:1][CH2:2][CH2:3][CH2:4][CH:5]([O:11][CH:13]1[CH2:14][CH2:15][CH2:16][CH2:17][O:12]1)[CH2:6][CH2:7][CH2:8][CH2:9][CH3:10] |f:2.3|. Procedure: To a stirred solution of 1-chloro-4-hydroxynonane (Example A, Step 2) (11.0 g., 0.062 mole) and dihydropyrane (5.2 g., 0.062 mole) cooled in an ice bath is added 5 drops of hydrochloric acid (conc.). A slight exothermic reaction is noted and when this is complete the reaction is allowed to come to room temperature, then stand for 2 hours. At the end of this period several pellets of sodium hydroxide are added and the reaction is distilled in vacuo. The yield of 1-chloro-4-(2-tetrahydropyranyloxy...